This data is from the Open Reaction Database (ORD), a public repository of structured organic reaction records. The task is: describe an organic reaction: reactants, conditions, products, and yield Starting materials: C=CCCCCCC(NC(=O)OC(C)(C)C)C(=O)N1CC(Oc2nccc3cc(OC)c(Br)cc23)CC1C(=O)NC1(C(=O)OCC)CC1C=C, ClCCl. Yields the product CCOC(=O)C12CC1C=CCCCCCC(NC(=O)OC(C)(C)C)C(=O)N1CC(Oc3nccc4cc(OC)c(Br)cc34)CC1C(=O)N2. Reaction SMILES: [Br:1][c:2]1[c:3]([O:49][CH3:50])[cH:4][c:5]2[cH:6][cH:7][n:8][c:9]([O:12][CH:13]3[CH2:14][CH:15]([C:36](=[O:37])[NH:38][C:39]4([C:44](=[O:45])[O:46][CH2:47][CH3:48])[CH:40]([CH:42]=[CH2:43])[CH2:41]4)[N:16]([C:18]([CH:19]([CH2:20][CH2:21][CH2:22][CH2:23][CH2:24][CH:25]=[CH2:26])[NH:27][C:28](=[O:29])[O:30][C:31]([CH3:32])([CH3:33])[CH3:34])=[O:35])[CH2:17]3)[c:10]2[cH:11]1.[Cl:51][CH2:52][Cl:53]>>[Br:1][c:2]1[c:3]([O:49][CH3:50])[cH:4][c:5]2[cH:6][cH:7][n:8][c:9]([O:12][CH:13]3[CH2:14][CH:15]4[N:16]([CH2:17]3)[C:18](=[O:35])[CH:19]([NH:27][C:28](=[O:29])[O:30][C:31]([CH3:32])([CH3:33])[CH3:34])[CH2:20][CH2:21][CH2:22][CH2:23][CH2:24][CH:43]=[CH:42][CH:40]3[C:39]([C:44](=[O:45])[O:46][CH2:47][CH3:48])([NH:38][C:36]4=[O:37])[CH2:41]3)[c:10]2[cH:11]1. Starting materials: OCC1=NN=C(N1C1=C(C(=O)C2=CC=CC=C2)C=CC=C1)CCCCCCCCCCC (2-(3-hydroxymethyl-5-undecyl1,2,4-triazol-4-yl)benzophenone), [BH4-].[Na+] (sodium borohydride). Run in C(C)O (ethanol). Yields the product C1(=CC=CC=C1)C1OCC=2N(C3=C1C=CC=C3)C(=NN2)CCCCCCCCCCC (6-phenyl-1-undecyl-4H,6H-[1,2,4]triazolo[4,3-a][4,1]benzoxazepine). The yield is 38.5%. RXN SMILES: [OH:1][CH2:2][C:3]1[N:7]([C:8]2[CH:21]=[CH:20][CH:19]=[CH:18][C:9]=2[C:10]([C:12]2[CH:17]=[CH:16][CH:15]=[CH:14][CH:13]=2)=O)[C:6]([CH2:22][CH2:23][CH2:24][CH2:25][CH2:26][CH2:27][CH2:28][CH2:29][CH2:30][CH2:31][CH3:32])=[N:5][N:4]=1.[BH4-].[Na+]>C(O)C>[C:12]1([CH:10]2[C:9]3[CH:18]=[CH:19][CH:20]=[CH:21][C:8]=3[N:7]3[C:6]([CH2:22][CH2:23][CH2:24][CH2:25][CH2:26][CH2:27][CH2:28][CH2:29][CH2:30][CH2:31][CH3:32])=[N:5][N:4]=[C:3]3[CH2:2][O:1]2)[CH:17]=[CH:16][CH:15]=[CH:14][CH:13]=1 |f:1.2|. Procedure: 2-(3-Hydroxymethyl-5-undecyl1,2,4-triazol-4-yl)benzophenone (2.7 g) obtained in Example 23 was dissolved in ethanol (30 ml). Thereto was added sodium borohydride (240 mg) with stirring and the mixture was stirred at room temperature for 2 hours. After the ethanol was distilled away, 5% aqueous sodium hydrogencarbonate was added thereto and the liberated oily substance was extracted with ethyl acetate. The extract was washed with water and dried over anhydrous magnesium sulfate. After filtration,... Starting materials: OC1CCN(Cc2ccccc2)C1, COc1ccc(-c2sc3cc(OC)ccc3c2C(=O)c2ccc(O)cc2)cc1, CCOC(=O)N=NC(=O)OCC. Yields the product COc1ccc(-c2sc3cc(OC)ccc3c2C(=O)c2ccc(OC3CCN(Cc4ccccc4)C3)cc2)cc1. As a reaction SMILES: [CH2:29]([c:30]1[cH:31][cH:32][cH:33][cH:34][cH:35]1)[N:36]1[CH2:37][CH:38]([OH:41])[CH2:39][CH2:40]1.[CH3:1][O:2][c:3]1[cH:4][cH:5][c:6]2[c:7]([s:8][c:9](-[c:20]3[cH:21][cH:22][c:23]([O:26][CH3:27])[cH:24][cH:25]3)[c:10]2[C:11]([c:12]2[cH:13][cH:14][c:15]([OH:18])[cH:16][cH:17]2)=[O:19])[cH:28]1.[O:42]=[C:43]([O:44][CH2:45][CH3:46])[N:47]=[N:48][C:49]([O:50][CH2:51][CH3:52])=[O:53]>>[CH3:1][O:2][c:3]1[cH:4][cH:5][c:6]2[c:7]([s:8][c:9](-[c:20]3[cH:21][cH:22][c:23]([O:26][CH3:27])[cH:24][cH:25]3)[c:10]2[C:11]([c:12]2[cH:13][cH:14][c:15]([O:18][CH:38]3[CH2:37][N:36]([CH2:29][c:30]4[cH:31][cH:32][cH:33][cH:34][cH:35]4)[CH2:40][CH2:39]3)[cH:16][cH:17]2)=[O:19])[cH:28]1. Reactants: ice water, ClC=1C=CC(=C(C(=O)NC2COC3=CC(=C(C=C3C2)S(N)(=O)=O)OC)C1)OC (3-(5-chloro-2-methoxybenzamido)-6-sulfamoyl-7-methoxychroman), [OH-].[Na+] (sodium hydroxide), CNC(C(Cl)(Cl)Cl)=O (N-methyltrichloroacetamide), C (charcoal). The solvent is CS(=O)C (DMSO). The product is ClC=1C=CC(=C(C(=O)NC2COC3=CC(=C(C=C3C2)S(=O)(=O)NC(=O)NC)OC)C1)OC (3-(5-Chloro-2-methoxybenzamido)-6-(methylaminocarbonylaminosulfonyl)-7-methoxychroman). Reaction SMILES: [Cl:1][C:2]1[CH:3]=[CH:4][C:5]([O:27][CH3:28])=[C:6]([CH:26]=1)[C:7]([NH:9][CH:10]1[CH2:19][C:18]2[C:13](=[CH:14][C:15]([O:24][CH3:25])=[C:16]([S:20](=[O:23])(=[O:22])[NH2:21])[CH:17]=2)[O:12][CH2:11]1)=[O:8].[OH-].[Na+].[CH3:31][NH:32][C:33](=[O:38])C(Cl)(Cl)Cl.C>CS(C)=O>[Cl:1][C:2]1[CH:3]=[CH:4][C:5]([O:27][CH3:28])=[C:6]([CH:26]=1)[C:7]([NH:9][CH:10]1[CH2:19][C:18]2[C:13](=[CH:14][C:15]([O:24][CH3:25])=[C:16]([S:20]([NH:21][C:33]([NH:32][CH3:31])=[O:38])(=[O:22])=[O:23])[CH:17]=2)[O:12][CH2:11]1)=[O:8] |f:1.2|. Reported procedure: 1.71 g (4 mmol) of 3-(5-chloro-2-methoxybenzamido)-6-sulfamoyl-7-methoxychroman were heated at 80° C. for 30 minutes in 10 ml of dry DMSO after addition of 0.4 g (10 mmol) of freshly powdered sodium hydroxide and 1.05 g (6 mmol) of N-methyltrichloroacetamide. The cooled reaction mixture was introduced into ice-water, clarified with active charcoal and acidified to pH 1. The precipitate was filtered off with suction, dried and recrystallized twice from ethanol. The product had a melting point of ... Reactants: ClC(Cl)(Cl)Cl, O=[N+]([O-])O, O=S(=O)(O)O, COC(=O)C1CCC(c2ccccc2)CC1. Product: COC(=O)C1CCC(c2ccc([N+](=O)[O-])cc2)CC1. As a reaction SMILES: [C:26]([Cl:27])([Cl:28])([Cl:29])[Cl:30].[OH:1][N+:2]([O-:3])=[O:4].[S:5](=[O:6])(=[O:7])([OH:8])[OH:9].[c:10]1([CH:16]2[CH2:17][CH2:18][CH:19]([C:22](=[O:23])[O:24][CH3:25])[CH2:20][CH2:21]2)[cH:11][cH:12][cH:13][cH:14][cH:15]1>>[O-:1][N+:2](=[O:4])[c:13]1[cH:12][cH:11][c:10]([CH:16]2[CH2:17][CH2:18][CH:19]([C:22](=[O:23])[O:24][CH3:25])[CH2:20][CH2:21]2)[cH:15][cH:14]1. Starting materials: COC(=O)C=1C=CC(=C(C(=O)N)C1)[N+](=O)[O-] (5-Methoxycarbonyl-2-nitrobenzamide). The reagents and catalysts are [Pd] (palladium-on-charcoal). Run in CO (methanol). Reaction conditions: time 6 hour. Product: COC(=O)C1=CC=C(C(C(=O)N)=C1)N (5-methoxycarbonylanthranilamide). Reaction SMILES: [CH3:1][O:2][C:3]([C:5]1[CH:6]=[CH:7][C:8]([N+:14]([O-])=O)=[C:9]([CH:13]=1)[C:10]([NH2:12])=[O:11])=[O:4]>CO.[Pd]>[CH3:1][O:2][C:3]([C:5]1[CH:13]=[C:9]([C:10]([NH2:12])=[O:11])[C:8]([NH2:14])=[CH:7][CH:6]=1)=[O:4]. Reported procedure: 5-Methoxycarbonyl-2-nitrobenzamide (28 g.) was dissolved in methanol (600 ml.), 10% palladium-on-charcoal catalyst (3 g.) was added, and the mixture was hydrogenated for 6 hours at about 35° C. The catalyst was filtered off, extracted with methanol (350 ml.) at reflux temperature under an atmosphere of nitrogen for 20 minutes, and filtered again. Both filtrates were evaporated to dryness, and the combined residues were crystallised from water (3 l.) to give 5-methoxycarbonylanthranilamide, m.p. ... Reactants: CC(C)(C)OC(=O)NC1CCC(C(=O)O)CC1, CCN=C=NCCCN(C)C, NC1CC1, ClCCl, Cl. The product is CC(C)(C)OC(=O)NC1CCC(C(=O)NC2CC2)CC1. Reaction SMILES: [C:1]([CH3:2])([CH3:3])([CH3:4])[O:5][C:6](=[O:7])[NH:8][CH:9]1[CH2:10][CH2:11][CH:12]([C:15](=[O:16])[OH:17])[CH2:13][CH2:14]1.[CH3:23][N:24]([CH3:25])[CH2:26][CH2:27][CH2:28][N:29]=[C:30]=[N:31][CH2:32][CH3:33].[CH:18]1([NH2:21])[CH2:19][CH2:20]1.[Cl:34][CH2:35][Cl:36].[ClH:22]>>[C:1]([CH3:2])([CH3:3])([CH3:4])[O:5][C:6](=[O:7])[NH:8][CH:9]1[CH2:10][CH2:11][CH:12]([C:15](=[O:17])[NH:21][CH:18]2[CH2:19][CH2:20]2)[CH2:13][CH2:14]1.